This data is from the Open Reaction Database (ORD), a public repository of structured organic reaction records. The task is: describe an organic reaction: reactants, conditions, products, and yield The reactants are OC=1C2=C(N=CN1)C(=CC=N2)C(=O)N (4-hydroxypyrido[3,2-d]pyrimidine-8-carboxamide), Cl.N[C@H](CN(S(=O)(=O)C1=CC=C(C=C1)[N+](=O)[O-])C(C)C)C1=CC(=C(C=C1)Cl)F (N—[(S)-2-Amino-2-(4-chloro-3-fluoro-phenyl)-ethyl]-N-isopropyl-4-nitro-benzenesulfonamide hydrochloride). Product: ClC1=C(C=C(C=C1)[C@@H](CNC(C)C)NC=1C2=C(N=CN1)C(=CC=N2)C(=O)N)F (4-[(S)-1-(4-Chloro-3-fluoro-phenyl)-2-isopropylamino-ethylamino]-pyrido[3,2-d]pyrimidine-8-carboxylic acid amide). As a reaction SMILES: O[C:2]1[C:3]2[N:11]=[CH:10][CH:9]=[C:8]([C:12]([NH2:14])=[O:13])[C:4]=2[N:5]=[CH:6][N:7]=1.Cl.[NH2:16][C@@H:17]([C:35]1[CH:40]=[CH:39][C:38]([Cl:41])=[C:37]([F:42])[CH:36]=1)[CH2:18][N:19]([CH:32]([CH3:34])[CH3:33])S(C1C=CC([N+]([O-])=O)=CC=1)(=O)=O>>[Cl:41][C:38]1[CH:39]=[CH:40][C:35]([C@H:17]([NH:16][C:2]2[C:3]3[N:11]=[CH:10][CH:9]=[C:8]([C:12]([NH2:14])=[O:13])[C:4]=3[N:5]=[CH:6][N:7]=2)[CH2:18][NH:19][CH:32]([CH3:33])[CH3:34])=[CH:36][C:37]=1[F:42] |f:1.2|. Procedure details: Compound 54 was prepared following general synthesis scheme 7 wherein 4-hydroxypyrido[3,2-d]pyrimidine-8-carboxamide (G) was reacted with N—[(S)-2-Amino-2-(4-chloro-3-fluoro-phenyl)-ethyl]-N-isopropyl-4-nitro-benzenesulfonamide hydrochloride to give the title compound as a white solid. LC/MS [404 (M+H)]. Reactants: FC1=C(C=CC(=C1)C)N1S(NC2=C1C=CC=C2)(=O)=O ((2-fluoro-4-methylphenyl)-1,3-dihydro-2,1,3-benzothiadiazole2,2-dioxide), C([O-])([O-])=O.[Cs+].[Cs+] (cesium carbonate), ClC\C=C/CCl (cis-1,4-dichloro-2-butene). The solvent is CN(C=O)C (dimethylformamide), C(C)OCC (ethyl ether). Reaction conditions: temperature 22 celsius, time 14 hour. The product is ethyl acetate hexanes, ClC\C=C/CN1S(N(C2=C1C=CC=C2)C2=C(C=C(C=C2)C)F)(=O)=O (1-[(2Z)-4-chlorobut-2-en-1-yl]-3-(2-fluoro-4-methylphenyl)-1,3-dihydro-2,1,3-benzothiadiazole2,2-dioxide). Yield: 75.7%. As a reaction SMILES: [F:1][C:2]1[CH:7]=[C:6]([CH3:8])[CH:5]=[CH:4][C:3]=1[N:9]1[C:13]2[CH:14]=[CH:15][CH:16]=[CH:17][C:12]=2[NH:11][S:10]1(=[O:19])=[O:18].C(=O)([O-])[O-].[Cs+].[Cs+].[Cl:26][CH2:27]/[CH:28]=[CH:29]\[CH2:30]Cl>CN(C)C=O.C(OCC)C>[Cl:26][CH2:27]/[CH:28]=[CH:29]\[CH2:30][N:11]1[C:12]2[CH:17]=[CH:16][CH:15]=[CH:14][C:13]=2[N:9]([C:3]2[CH:4]=[CH:5][C:6]([CH3:8])=[CH:7][C:2]=2[F:1])[S:10]1(=[O:19])=[O:18] |f:1.2.3|. Reported procedure: A solution of -(2-fluoro-4-methylphenyl)-1,3-dihydro-2,1,3-benzothiadiazole2,2-dioxide (0.5 g, 1.8 mmol) in dimethylformamide (15 mL) was treated with cesium carbonate (1.2 g, 3 mmol) and cis-1,4-dichloro-2-butene (3.2 mL, 20 mmol) and stirred at 22° C. for 14 h. The reaction mixture was diluted with ethyl ether (100 mL), washed with 2 M hydrochloric acid (100 mL) and concentrated. Flash chromatography (SiO2, 10→50% ethyl acetate/hexanes) provided 1-[(2Z)-4-chlorobut-2-en-1-yl]-3-(2-fluoro-4-met...